This data is from the Open Reaction Database (ORD), a public repository of structured organic reaction records. The task is: describe an organic reaction: reactants, conditions, products, and yield Starting materials: C[Si](C)(C)C#N, ClC(Cl)Cl, Cl, O=Cc1cccc(Oc2ccccc2)c1. Product: N#CC(O)c1cccc(Oc2ccccc2)c1. As a reaction SMILES: [CH3:1][Si:2]([CH3:3])([CH3:4])[C:5]#[N:6].[CH:23]([Cl:24])([Cl:25])[Cl:26].[ClH:22].[O:7]([c:8]1[cH:9][cH:10][cH:11][cH:12][cH:13]1)[c:14]1[cH:15][c:16]([CH:17]=[O:18])[cH:19][cH:20][cH:21]1>>[C:5](#[N:6])[CH:17]([c:16]1[cH:15][c:14]([O:7][c:8]2[cH:9][cH:10][cH:11][cH:12][cH:13]2)[cH:21][cH:20][cH:19]1)[OH:18]. Starting materials: Cl.C(C)N(CC)CCCl (diethylaminoethyl chloride hydrochloride), [I-].[Na+] (sodium iodide), C1(=CC=CC=C1)C1COC=2C=CC=C3C4=C(C=CC=C4N1C23)O (1-phenyl-1,2-dihydro[1,4]oxazino[2,3,4-jk]carbazol-7-ol), C([O-])([O-])=O.[K+].[K+] (potassium carbonate), Cl.C(C)N(CC)CCCl (diethylaminoethyl chloride hydrochloride), C([O-])([O-])=O.[K+].[K+] (potassium carbonate), Cl.[Cl-] (chloride hydrochloride). Run in CN(C)C=O (DMF). Conditions: time 5.5 hour. Product: C(C)N(CCOC1=CC=CC=2N3C4=C(C=CC=C4C12)OCC3C3=CC=CC=C3)CC (N,N-diethyl-2-[(1-phenyl-1,2-dihydro[1,4]oxazino[2,3,4-jk]carbazol-7-yl)oxy]-1-ethanamine). Isolated yield 62.8%. Reaction SMILES: [C:1]1([CH:7]2[N:21]3[C:22]4[C:14]([C:15]5[C:20]3=[CH:19][CH:18]=[CH:17][C:16]=5[OH:23])=[CH:13][CH:12]=[CH:11][C:10]=4[O:9][CH2:8]2)[CH:6]=[CH:5][CH:4]=[CH:3][CH:2]=1.C(=O)([O-])[O-].[K+].[K+].Cl.[CH2:31]([N:33]([CH2:36][CH2:37]Cl)[CH2:34][CH3:35])[CH3:32].[I-].[Na+].Cl.[Cl-]>CN(C=O)C>[CH2:31]([N:33]([CH2:36][CH3:37])[CH2:34][CH2:35][O:23][C:16]1[C:15]2[C:14]3[C:22]4=[C:10]([O:9][CH2:8][CH:7]([C:1]5[CH:2]=[CH:3][CH:4]=[CH:5][CH:6]=5)[N:21]4[C:20]=2[CH:19]=[CH:18][CH:17]=1)[CH:11]=[CH:12][CH:13]=3)[CH3:32] |f:1.2.3,4.5,6.7,8.9|. Procedure: To a mixture of 1-phenyl-1,2-dihydro[1,4]oxazino[2,3,4-jk]carbazol-7-ol (0.048 g, 0.159 mmol), potassium carbonate (0.044 g, 0.318 mmol), and DMF (1.0 mL) at 100° C. is added diethylaminoethyl chloride hydrochloride (0.033 g, 0.191 mmol) in aliquots over 1 h. After 5.5 h, an additional 0.011 g of diethylaminoethyl chloride hydrochloride is added, and one hour later, a few crystals of sodium iodide are added. After heating for ten hours, the mixture is allowed to stir at room temperature for the ... The reactants are CCOCC, CCOC(=O)CC(O)CC(O)C=Cc1c(-c2ccccc2)c2c3ccccc3ccn2c1C(C)C. Yields the product CCOC(=O)CC(O)CC(=O)C=Cc1c(-c2ccccc2)c2c3ccccc3ccn2c1C(C)C. Reaction SMILES: [CH3:36][CH2:37][O:38][CH2:39][CH3:40].[OH:1][CH:2]([CH2:3][C:4](=[O:5])[O:6][CH2:7][CH3:8])[CH2:9][CH:10]([CH:11]=[CH:12][c:13]1[c:14](-[c:29]2[cH:30][cH:31][cH:32][cH:33][cH:34]2)[c:15]2[n:16]([cH:17][cH:18][c:19]3[cH:20][cH:21][cH:22][cH:23][c:24]23)[c:25]1[CH:26]([CH3:27])[CH3:28])[OH:35]>>[OH:1][CH:2]([CH2:3][C:4](=[O:5])[O:6][CH2:7][CH3:8])[CH2:9][C:10]([CH:11]=[CH:12][c:13]1[c:14](-[c:29]2[cH:30][cH:31][cH:32][cH:33][cH:34]2)[c:15]2[n:16]([cH:17][cH:18][c:19]3[cH:20][cH:21][cH:22][cH:23][c:24]23)[c:25]1[CH:26]([CH3:27])[CH3:28])=[O:35]. The reactants are BrCCCCOC1CCCC1, Cc1nc2cc(OCC(O)CN3CCNCC3)ccc2s1, CCO, CCN(C(C)C)C(C)C. Product: Cc1nc2cc(OCC(O)CN3CCN(CCCCOC4CCCC4)CC3)ccc2s1. As a reaction SMILES: [Br:1][CH2:2][CH2:3][CH2:4][CH2:5][O:6][CH:7]1[CH2:8][CH2:9][CH2:10][CH2:11]1.[CH3:21][c:22]1[s:23][c:24]2[c:25]([n:26]1)[cH:27][c:28]([O:31][CH2:32][CH:33]([CH2:34][N:35]1[CH2:36][CH2:37][NH:38][CH2:39][CH2:40]1)[OH:41])[cH:29][cH:30]2.[CH3:42][CH2:43][OH:44].[CH:12]([N:13]([CH2:14][CH3:15])[CH:16]([CH3:17])[CH3:18])([CH3:19])[CH3:20]>>[CH2:2]([CH2:3][CH2:4][CH2:5][O:6][CH:7]1[CH2:8][CH2:9][CH2:10][CH2:11]1)[N:38]1[CH2:37][CH2:36][N:35]([CH2:34][CH:33]([CH2:32][O:31][c:28]2[cH:27][c:25]3[c:24]([s:23][c:22]([CH3:21])[n:26]3)[cH:30][cH:29]2)[OH:41])[CH2:40][CH2:39]1. Starting materials: O=C([O-])[O-], Cc1ccccc1, CCOC(C)=O, Cc1c(Cl)c2c(=O)[nH]nc(C)c2n(C)c1=O, [Cs+], [Cs+], Cc1ccc(N)c(F)c1, CC(=O)[O-], CC(=O)[O-], [Pd+2]. The product is Cc1ccc(Nc2c(C)c(=O)n(C)c3c(C)n[nH]c(=O)c23)c(F)c1. As a reaction SMILES: [C:10](=[O:11])([O-:12])[O-:13].[CH3:32][c:33]1[cH:34][cH:35][cH:36][cH:37][cH:38]1.[CH3:39][CH2:40][O:41][C:42]([CH3:43])=[O:44].[Cl:16][c:17]1[c:18]([CH3:31])[c:19](=[O:30])[n:20]([CH3:29])[c:21]2[c:22]([CH3:28])[n:23][nH:24][c:25](=[O:27])[c:26]12.[Cs+:14].[Cs+:15].[F:1][c:2]1[c:3]([NH2:9])[cH:4][cH:5][c:6]([CH3:8])[cH:7]1.[O-:46][C:47]([CH3:48])=[O:49].[O-:50][C:51]([CH3:52])=[O:53].[Pd+2:45]>>[F:1][c:2]1[c:3]([NH:9][c:17]2[c:18]([CH3:31])[c:19](=[O:30])[n:20]([CH3:29])[c:21]3[c:22]([CH3:28])[n:23][nH:24][c:25](=[O:27])[c:26]23)[cH:4][cH:5][c:6]([CH3:8])[cH:7]1. Procedure: 2-[4-(5-Isopropoxypyridin-2-yloxy)phenoxy]-1-methylethylamine trifluoroacetate (624 mg, 1.5 mmol) was reacted with acetic anhydride in analogy to example 2a. Yield: 251 mg (49%), M+H+: 345.12. As a reaction SMILES: F[C:2](F)(F)[C:3](O)=[O:4].[CH:8]([O:11][C:12]1[CH:13]=[CH:14][C:15]([O:18][C:19]2[CH:29]=[CH:28][C:22]([O:23][CH2:24][CH:25]([NH2:27])[CH3:26])=[CH:21][CH:20]=2)=[N:16][CH:17]=1)([CH3:10])[CH3:9].C(OC(=O)C)(=O)C>>[CH:8]([O:11][C:12]1[CH:13]=[CH:14][C:15]([O:18][C:19]2[CH:29]=[CH:28][C:22]([O:23][CH2:24][CH:25]([NH:27][C:3](=[O:4])[CH3:2])[CH3:26])=[CH:21][CH:20]=2)=[N:16][CH:17]=1)([CH3:9])[CH3:10] |f:0.1|. The product is C(C)(C)OC=1C=CC(=NC1)OC1=CC=C(OCC(C)NC(C)=O)C=C1 (N-{2-[4-(5-Isopropoxypyridin-2-yloxy)phenoxy]-1-methylethyl}acetamide). The reactants are FC(C(=O)O)(F)F.C(C)(C)OC=1C=CC(=NC1)OC1=CC=C(OCC(C)N)C=C1 (2-[4-(5-Isopropoxypyridin-2-yloxy)phenoxy]-1-methylethylamine trifluoroacetate), C(C)(=O)OC(C)=O (acetic anhydride). Starting materials: CC(C)(C)OC(=O)NN, CCn1ncc2c(NC3CCOCC3)c(C(=O)O)c(C)nc21, ClCCCl, CN(C)C=O, On1nnc2ccccc21. Yields the product CCn1ncc2c(NC3CCOCC3)c(C(=O)NNC(=O)OC(C)(C)C)c(C)nc21. As a reaction SMILES: [C:37]([NH:38][NH2:39])(=[O:40])[O:41][C:42]([CH3:43])([CH3:44])[CH3:45].[CH2:1]([CH3:2])[n:3]1[n:4][cH:5][c:6]2[c:7]1[n:8][c:9]([CH3:22])[c:10]([C:19](=[O:20])[OH:21])[c:11]2[NH:12][CH:13]1[CH2:14][CH2:15][O:16][CH2:17][CH2:18]1.[CH2:23]([Cl:24])[CH2:25][Cl:26].[O:46]=[CH:47][N:48]([CH3:49])[CH3:50].[OH:27][n:28]1[c:29]2[c:30]([cH:31][cH:32][cH:33][cH:34]2)[n:35][n:36]1>>[CH2:1]([CH3:2])[n:3]1[n:4][cH:5][c:6]2[c:7]1[n:8][c:9]([CH3:22])[c:10]([C:19](=[O:21])[NH:39][NH:38][C:37](=[O:40])[O:41][C:42]([CH3:43])([CH3:44])[CH3:45])[c:11]2[NH:12][CH:13]1[CH2:14][CH2:15][O:16][CH2:17][CH2:18]1. Starting materials: CCS(=O)(=O)N1CCC(c2c[nH]c3c(C(N)=O)cc(-c4csc(C(C)=O)c4)cc23)CC1, [BH3-]C#N, C1CCNC1, [Na+]. Yields the product CCS(=O)(=O)N1CCC(c2c[nH]c3c(C(N)=O)cc(-c4csc(C(C)N5CCCC5)c4)cc23)CC1. As a reaction SMILES: [C:1]([CH3:2])(=[O:3])[c:4]1[cH:5][c:6](-[c:9]2[cH:10][c:11]3[c:12]([CH:21]4[CH2:22][CH2:23][N:24]([S:27](=[O:28])(=[O:29])[CH2:30][CH3:31])[CH2:25][CH2:26]4)[cH:13][nH:14][c:15]3[c:16]([C:18](=[O:19])[NH2:20])[cH:17]2)[cH:7][s:8]1.[C:32]([BH3-:33])#[N:34].[CH2:36]1[CH2:37][CH2:38][NH:39][CH2:40]1.[Na+:35]>>[CH:1]([CH3:2])([c:4]1[cH:5][c:6](-[c:9]2[cH:10][c:11]3[c:12]([CH:21]4[CH2:22][CH2:23][N:24]([S:27](=[O:28])(=[O:29])[CH2:30][CH3:31])[CH2:25][CH2:26]4)[cH:13][nH:14][c:15]3[c:16]([C:18](=[O:19])[NH2:20])[cH:17]2)[cH:7][s:8]1)[N:39]1[CH2:38][CH2:37][CH2:36][CH2:40]1.